This data is from the Open Reaction Database (ORD), a public repository of structured organic reaction records. The task is: describe an organic reaction: reactants, conditions, products, and yield Reactants: C(C(=O)Cl)(=O)Cl (oxalyl chloride), CN(C=O)C (dimethylformamide), [N+](=O)([O-])C1=C(C=CC=C1)NC(C1=CC=C(C=C1)NC(C)=O)=O (N-(2'-nitrophenyl)-4-acetylaminobenzamide), [OH-].[Na+] (sodium hydroxide), C(C)(=O)NC1=CC=C(C(=O)O)C=C1 (4-acetamidobenzoic acid), N1=CC=CC=C1 (pyridine), [N+](=O)([O-])C1=C(N)C=CC=C1 (o-nitroaniline), N1=CC=CC=C1 (pyridine). Solvent: C(C)(=O)OCC (ethyl acetate), C(C)(=O)OCC (ethyl acetate). Run at time 3 hour. Product: N(C(=O)C)C1=CC=C(C(=O)NC2=C(C=CC=C2)N)C=C1 (4-Acetamino-N-(2'-aminophenyl)-benzamide). As a reaction SMILES: [N+:1]([C:4]1[CH:9]=[CH:8][CH:7]=[CH:6][C:5]=1[NH:10][C:11](=[O:22])[C:12]1[CH:17]=[CH:16][C:15]([NH:18][C:19](=[O:21])[CH3:20])=[CH:14][CH:13]=1)([O-])=O.C(Cl)(=O)C(Cl)=O.CN(C)C=O.C(NC1C=CC(C(O)=O)=CC=1)(=O)C.N1C=CC=CC=1.[N+](C1C=CC=CC=1N)([O-])=O.[OH-].[Na+]>C(OCC)(=O)C>[NH:18]([C:15]1[CH:14]=[CH:13][C:12]([C:11]([NH:10][C:5]2[CH:6]=[CH:7][CH:8]=[CH:9][C:4]=2[NH2:1])=[O:22])=[CH:17][CH:16]=1)[C:19]([CH3:20])=[O:21] |f:6.7|. Procedure: The N-(2'-nitrophenyl)-4-acetylaminobenzamide used as starting material is prepared as follows: 41.3 g (0.33 mole) oxalyl chloride are added dropwise at 0°-5° C., with the exclusion of moisture, to a solution of 60.3 g (0.83 mole) dimethylformamide in 1.5 L dry ethyl acetate. After stirring for 30 minutes at this temperature, 44.8 g (0.25 mole) 4-acetamidobenzoic acid, together with 27.7 g (0.35 mole) pyridine, are added thereto and the ice bath is removed. After stirring for 3 hours at ambient ... The reactants are C1CCOC1, COC(=O)C(=C(C(=O)OC)c1cn2c3c(cccc13)CCC2)c1c[nH]c2ccccc12, COC(=O)Cc1c[nH]c2ccccc12, COC(=O)C(=O)c1cn2c3c(cccc13)CCC2, CC(C)[N-]C(C)C, [Li+]. Yields the product COC(=O)C(c1c[nH]c2ccccc12)C(C(=O)OC)c1cn2c3c(cccc13)CCC2. As a reaction SMILES: [CH2:72]1[O:73][CH2:74][CH2:75][CH2:76]1.[CH3:1][O:2][C:3]([C:4](=[C:5]([C:6](=[O:7])[O:8][CH3:9])[c:10]1[cH:11][nH:12][c:13]2[cH:14][cH:15][cH:16][cH:17][c:18]12)[c:19]1[cH:20][n:21]2[c:30]3[c:25]([cH:26][cH:27][cH:28][c:29]13)[CH2:24][CH2:23][CH2:22]2)=[O:31].[CH3:32][O:33][C:34](=[O:35])[CH2:36][c:37]1[c:38]2[c:39]([cH:40][cH:41][cH:42][cH:43]2)[nH:44][cH:45]1.[CH3:46][O:47][C:48](=[O:49])[C:50]([c:51]1[c:52]2[c:53]3[c:54]([cH:55][cH:56][cH:57]2)[CH2:58][CH2:59][CH2:60][n:61]3[cH:62]1)=[O:63].[CH3:65][CH:66]([N-:67][CH:68]([CH3:69])[CH3:70])[CH3:71].[Li+:64]>>[CH3:1][O:2][C:3]([CH:4]([CH:5]([C:6](=[O:7])[O:8][CH3:9])[c:10]1[cH:11][nH:12][c:13]2[cH:14][cH:15][cH:16][cH:17][c:18]12)[c:19]1[cH:20][n:21]2[c:30]3[c:25]([cH:26][cH:27][cH:28][c:29]13)[CH2:24][CH2:23][CH2:22]2)=[O:31]. The reactants are N1C=C(C=2C1=NC=CC2)C=C2C(C(=C(O2)N(CC=2SC=CC2)C)C(=O)OCC)=O (Ethyl 5-[(1H-pyrrolo[2,3-b]pyridin-3-yl)methylene]-2-[N-methyl-N-(2-thienylmethyl)amino]-4-oxo-4,5-dihydrofuran-3-carboxylate), COCCO (2-methoxyethanol), Zn4(OCOCF3)6O. Reagents/catalysts: CN(C1=CC=NC=C1)C (4-dimethylaminopyridine), [Zn] (zinc). Run in CN(C(C)=O)C (N,N-dimethylacetamide). Product: N1C=C(C=2C1=NC=CC2)C=C2C(C(=C(O2)N(CC=2SC=CC2)C)C(=O)OCCOC)=O (2-Methoxyethyl 5-[(1H-pyrrolo[2,3-b]pyridin-3-yl)methylene]-2-[N-methyl-N-(2-thienylmethyl)amino]-4-oxo-4,5-dihydrofuran-3-carboxylate). The yield is 5.5%. As a reaction SMILES: [NH:1]1[C:5]2=[N:6][CH:7]=[CH:8][CH:9]=[C:4]2[C:3]([CH:10]=[C:11]2[O:15][C:14]([N:16]([CH3:23])[CH2:17][C:18]3[S:19][CH:20]=[CH:21][CH:22]=3)=[C:13]([C:24]([O:26][CH2:27][CH3:28])=[O:25])[C:12]2=[O:29])=[CH:2]1.[CH3:30][O:31]CCO>CN(C)C1C=CN=CC=1.CN(C)C(=O)C.[Zn]>[NH:1]1[C:5]2=[N:6][CH:7]=[CH:8][CH:9]=[C:4]2[C:3]([CH:10]=[C:11]2[O:15][C:14]([N:16]([CH3:23])[CH2:17][C:18]3[S:19][CH:20]=[CH:21][CH:22]=3)=[C:13]([C:24]([O:26][CH2:27][CH2:28][O:31][CH3:30])=[O:25])[C:12]2=[O:29])=[CH:2]1. Procedure details: A solution of the compound (0.050 g, 0.12 mmol) of Example 108, 2-methoxyethanol (0.20 mL, 2.6 mmol), 4-dimethylaminopyridine (0.0030 g, 0.024 mmol) and zinc cluster catalyst (Zn4(OCOCF3)6O) (0.0058 g, 0.0061 mmol) in N,N-dimethylacetamide (0.5 mL) was stirred with the microwave synthesizer (Biotage Initiator™) at 150° C. for 3.5 h. Cooled to ambient temperature, the reaction mixture was purified by preparative HPLC to afford the titled compound as solid (0.0029 g, y. 5%). The reactants are BrC1=CC(=C(C=C1NS(=O)(=O)CC)N1C(N(C(=CC1=O)C(F)(F)F)C)=O)F (3-(4-bromo-5-ethylsulfonylamino-2-fluorophenyl)-1-methyl-6-trifluoromethyl-2,4(1H,3H)pyrimidinedione), [H-].[Na+] (sodium hydride), C(C)C=1C=CC(=NC1)C (5-ethyl-2-picoline), [C-]#N.[Na+] (sodium cyanide). Reagents/catalysts: [Cu](Cl)Cl (copper(II) chloride), C=1C=CC(=CC1)[P](C=2C=CC=CC2)(C=3C=CC=CC3)[Pd]([P](C=4C=CC=CC4)(C=5C=CC=CC5)C=6C=CC=CC6)([P](C=7C=CC=CC7)(C=8C=CC=CC8)C=9C=CC=CC9)[P](C=1C=CC=CC1)(C=1C=CC=CC1)C=1C=CC=CC1 (tetrakis(triphenylphosphine)palladium). Reaction conditions: time 30 minute. The product is C(#N)C1=CC(=C(C=C1NS(=O)(=O)CC)N1C(N(C(=CC1=O)C(F)(F)F)C)=O)F (3-(4-cyano-5-ethylsulfonylamino-2-fluorophenyl)-1-methyl-6-trifluoromethyl-2,4(1H,3H)-pyrimidinedione). The yield is 79.0%. Reaction SMILES: Br[C:2]1[C:7]([NH:8][S:9]([CH2:12][CH3:13])(=[O:11])=[O:10])=[CH:6][C:5]([N:14]2[C:19](=[O:20])[CH:18]=[C:17]([C:21]([F:24])([F:23])[F:22])[N:16]([CH3:25])[C:15]2=[O:26])=[C:4]([F:27])[CH:3]=1.[H-].[Na+].C(C1C=C[C:35](C)=[N:36]C=1)C.[C-]#N.[Na+]>[Cu](Cl)Cl.C1C=CC([P]([Pd]([P](C2C=CC=CC=2)(C2C=CC=CC=2)C2C=CC=CC=2)([P](C2C=CC=CC=2)(C2C=CC=CC=2)C2C=CC=CC=2)[P](C2C=CC=CC=2)(C2C=CC=CC=2)C2C=CC=CC=2)(C2C=CC=CC=2)C2C=CC=CC=2)=CC=1>[C:35]([C:2]1[C:7]([NH:8][S:9]([CH2:12][CH3:13])(=[O:11])=[O:10])=[CH:6][C:5]([N:14]2[C:19](=[O:20])[CH:18]=[C:17]([C:21]([F:22])([F:23])[F:24])[N:16]([CH3:25])[C:15]2=[O:26])=[C:4]([F:27])[CH:3]=1)#[N:36] |f:1.2,4.5,^1:48,50,69,88|. Procedure: 1.2 g (2.5 mmol) of 3-(4-bromo-5-ethylsulfonylamino-2-fluorophenyl)-1-methyl-6-trifluoromethyl-2,4(1H,3H)pyrimidinedione and 0.11 g of 55% sodium hydride in oil were added to 20 g of 5-ethyl-2-picoline and the mixture was stirred at room temperature for 30 minutes. Next, 0.07 g of copper(II) chloride and 0.15 g of sodium cyanide were added to the mixture, which was then stirred at 140° C. under an argon atmosphere for 1 hour. Further, 0.3 g of tetrakis(triphenylphosphine)palladium was added to t... The reactants are Cl (HCl), ClC1=C(C(=NC=C1)C)OCCCOC (4-chloro-3-(3-methoxy-1-propoxy)-2-methylpyridine), C[Si](C)(C)I (trimethylsilyl iodide), OCH3. The solvent is C(Cl)Cl (methylene chloride). Conditions: time 4 day. Yields the product ClC1=C(C(=NC=C1)C)OCCCO (4-chloro-3-(3-hydroxy-1-propoxy)-2-methylpyridine). Reaction SMILES: [Cl:1][C:2]1[CH:7]=[CH:6][N:5]=[C:4]([CH3:8])[C:3]=1[O:9][CH2:10][CH2:11][CH2:12][O:13]C.C[Si](I)(C)C.Cl>C(Cl)Cl>[Cl:1][C:2]1[CH:7]=[CH:6][N:5]=[C:4]([CH3:8])[C:3]=1[O:9][CH2:10][CH2:11][CH2:12][OH:13]. Reported procedure: To a solution of 4-chloro-3-(3-methoxy-1-propoxy)-2-methylpyridine (120 mg, 0.56 mmol) in 2 ml of CDCl3 was added trimethylsilyl iodide (0.16 ml, 1.3 mmol), this was done in a NMR tube. The reaction was complete after four days as indicated by the absence of a signal for the OCH3 protons at 3.3 ppm in the NMR spectrum. The solution was poured over 10 ml of 1M HCl whereupon the mixture was stirred for 5 minutes with 10 ml of methylene chloride. The aqueous layer was separated, treated with K2CO3 ... Starting materials: C(C)(C)(C)O[C@H](C(=O)OCC)C1=C(C2=CC=CC=C2C=C1C)Cl ((S)-ethyl 2-tert-butoxy-2-(1-chloro-3-methylnaphthalen-2-yl)acetate), CC1(OB(OC1(C)C)C=1C=C(C=CC1)N1CCC1)C (1-(3-(4,4,5,5-tetramethyl-1,3,2-dioxaborolan-2-yl)phenyl)azetidine), chloro(2-dicyclohexylphosphino-2′,6′-dimethoxy-1,1′-biphenyl)[2-(2-aminoethylphenyl)]Pd(II)methyl-t-butyl ether, P(=O)([O-])([O-])[O-].[K+].[K+].[K+] (potassium phosphate), C1CCOC1 (THF). Run in O (water). Reaction conditions: temperature 110 celsius. The product is N1(CCC1)C=1C=C(C=CC1)C1=C(C(=CC2=CC=CC=C12)C)[C@@H](C(=O)OCC)OC(C)(C)C ((S)-ethyl 2-(1-(3-(azetidin-1-yl)phenyl)-3-methylnaphthalen-2-yl)-2-tert-butoxyacetate). As a reaction SMILES: [C:1]([O:5][C@@H:6]([C:12]1[C:21]([CH3:22])=[CH:20][C:19]2[C:14](=[CH:15][CH:16]=[CH:17][CH:18]=2)[C:13]=1Cl)[C:7]([O:9][CH2:10][CH3:11])=[O:8])([CH3:4])([CH3:3])[CH3:2].CC1(C)C(C)(C)OB([C:32]2[CH:33]=[C:34]([N:38]3[CH2:41][CH2:40][CH2:39]3)[CH:35]=[CH:36][CH:37]=2)O1.P([O-])([O-])([O-])=O.[K+].[K+].[K+].C1COCC1>O>[N:38]1([C:34]2[CH:33]=[C:32]([C:13]3[C:14]4[C:19](=[CH:18][CH:17]=[CH:16][CH:15]=4)[CH:20]=[C:21]([CH3:22])[C:12]=3[C@H:6]([O:5][C:1]([CH3:4])([CH3:3])[CH3:2])[C:7]([O:9][CH2:10][CH3:11])=[O:8])[CH:37]=[CH:36][CH:35]=2)[CH2:41][CH2:40][CH2:39]1 |f:2.3.4.5|. Procedure details: A Smith process vial was charged with (S)-ethyl 2-tert-butoxy-2-(1-chloro-3-methylnaphthalen-2-yl)acetate (60.5 mg, 0.181 mmol), 1-(3-(4,4,5,5-tetramethyl-1,3,2-dioxaborolan-2-yl)phenyl)azetidine (93.7 mg, 0.361 mmol), chloro(2-dicyclohexylphosphino-2′,6′-dimethoxy-1,1′-biphenyl)[2-(2-aminoethylphenyl)]Pd(II)methyl-t-butyl ether adduct (12.2 mg, 0.0181 mmol) and potassium phosphate (153 mg, 0.543 mmol), THF (2 mL) and water (1 mL) was added and mixture sparged with nitrogen for 10 minutes and th... The product is ClCCCCc1ccncc1. The reactants are ClCCCBr, C1CCOC1, Cc1ccncc1, [Li]CCCC, O. As a reaction SMILES: [Br:13][CH2:14][CH2:15][CH2:16][Cl:17].[CH2:19]1[O:20][CH2:21][CH2:22][CH2:23]1.[CH3:1][c:2]1[cH:3][cH:4][n:5][cH:6][cH:7]1.[CH3:8][CH2:9][CH2:10][CH2:11][Li:12].[OH2:18]>>[CH2:1]([c:2]1[cH:3][cH:4][n:5][cH:6][cH:7]1)[CH2:14][CH2:15][CH2:16][Cl:17]. Starting materials: ClC1=C(C=CC(=C1)F)CC(=O)N (2-chloro-4-fluorophenylacetamide), S1C=C(C=C1)CC(=O)N (thiophen-3-ylacetamide). The product is C1(=CN2CCCC3=CC=CC1=C23)[C@@H]2C(NC([C@H]2C2=CSC=C2)=O)=O ((±)-Trans-3-(5,6-dihydro-4H-pyrrolo[3,2,1-ij]quinolin-1yl)-4-(thiophen-3-yl)pyrrolidine-2,5-dione). As a reaction SMILES: Cl[C:2]1[CH:7]=[C:6](F)[CH:5]=[CH:4][C:3]=1[CH2:9][C:10]([NH2:12])=O.[S:13]1[CH:17]=[CH:16][C:15]([CH2:18][C:19]([NH2:21])=[O:20])=[CH:14]1>>[C:9]1([C@H:18]2[C@H:18]([C:15]3[CH:16]=[CH:17][S:13][CH:14]=3)[C:19](=[O:20])[NH:21][C:19]2=[O:20])[C:3]2=[C:4]3[C:5](=[CH:6][CH:7]=[CH:2]2)[CH2:16][CH2:15][CH2:14][N:12]3[CH:10]=1. Procedure details: (±)-Trans-3-(5,6-dihydro-4H-pyrrolo[3,2,1-ij]quinolin-1yl)-4-(thiophen-3-yl)pyrrolidine-2,5-dione was prepared according to Example 40 replacing 2-chloro-4-fluorophenylacetamide with thiophen-3-ylacetamide. Yield 50.3 mg, 15.0%. 1H NMR (DMSO-d6) 400 MHz δ: 11.50 (s, 1H), 7.52 (m, 1H), 7.49 (m, 1H), 7.35 (s, 1H), 7.21 (dd, 1H, J=4.0 1.2 Hz), 7.16 (d, 1H, 7.6 Hz), 6.89 (d, 1H, J=4.4 Hz), 6.85 (t, 1H, J=6.8 Hz), 4.56 (d, 1H, J=7.2 Hz), 4.41 (d, 1H, J=7.2 Hz), 4.10 (t, 2H, J=6.0 Hz), 2.90 (t, 2H, J=... Reactants: CN(C(=O)CNc1cc(-c2ccccc2)nc(-c2ccc(C(F)(F)F)cc2)n1)C1CC1, O=C1CCC(=O)N1Cl. Product: CN(C(=O)CNc1nc(-c2ccc(C(F)(F)F)cc2)nc(-c2ccccc2)c1Cl)C1CC1. Reaction SMILES: [CH:1]1([N:4]([C:5]([CH2:6][NH:7][c:8]2[n:9][c:10](-[c:20]3[cH:21][cH:22][c:23]([C:26]([F:27])([F:28])[F:29])[cH:24][cH:25]3)[n:11][c:12](-[c:14]3[cH:15][cH:16][cH:17][cH:18][cH:19]3)[cH:13]2)=[O:30])[CH3:31])[CH2:2][CH2:3]1.[Cl:32][N:33]1[C:34](=[O:35])[CH2:36][CH2:37][C:38]1=[O:39]>>[CH:1]1([N:4]([C:5]([CH2:6][NH:7][c:8]2[n:9][c:10](-[c:20]3[cH:21][cH:22][c:23]([C:26]([F:27])([F:28])[F:29])[cH:24][cH:25]3)[n:11][c:12](-[c:14]3[cH:15][cH:16][cH:17][cH:18][cH:19]3)[c:13]2[Cl:32])=[O:30])[CH3:31])[CH2:2][CH2:3]1. The reactants are C1(=CC=CC=C1)N1N=C(C(C1=O)C(CC(C)=O)=O)C (1-[1-phenyl-3-methyl-5-oxo-4,5-dihydro-1H-pyrazol-4-yl]-butane-1,3-dione), S(=O)(=O)(O)O.C(CC1=CC=CC=C1)NN (phenethyl hydrazine sulfate). Product: CC=1C=C(N(N1)CCC1=CC=CC=C1)C1=C(N(N=C1C)C1=CC=CC=C1)O (5,5′-Dimethyl-2-phenethyl-2′-phenyl-2H,2′H-[3,4′]bipyrazolyl-3′-ol). Reaction SMILES: [C:1]1([N:7]2[C:11](=[O:12])[CH:10]([C:13](=O)[CH2:14][C:15](=O)[CH3:16])[C:9]([CH3:19])=[N:8]2)[CH:6]=[CH:5][CH:4]=[CH:3][CH:2]=1.S(O)(O)(=O)=O.[CH2:25]([NH:33][NH2:34])[CH2:26][C:27]1[CH:32]=[CH:31][CH:30]=[CH:29][CH:28]=1>>[CH3:16][C:15]1[CH:14]=[C:13]([C:10]2[C:9]([CH3:19])=[N:8][N:7]([C:1]3[CH:6]=[CH:5][CH:4]=[CH:3][CH:2]=3)[C:11]=2[OH:12])[N:33]([CH2:25][CH2:26][C:27]2[CH:32]=[CH:31][CH:30]=[CH:29][CH:28]=2)[N:34]=1 |f:1.2|. Reported procedure: Prepare the title compound from 1-[1-phenyl-3-methyl-5-oxo-4,5-dihydro-1H-pyrazol-4-yl]-butane-1,3-dione and phenethyl hydrazine sulfate according to the procedure of Example 28.